From a dataset of the Open Reaction Database (ORD), a public repository of structured organic reaction records. describe an organic reaction: reactants, conditions, products, and yield The reactants are O=C(CBr)c1ccccc1, O=C([O-])[O-], CC#N, [K+], [K+], O=S(=O)(F)F, Cc1ccccc1. Yields the product O=C(C=Cc1ccccc1)c1ccccc1. As a reaction SMILES: [Br:19][CH2:20][C:21](=[O:22])[c:23]1[cH:24][cH:25][cH:26][cH:27][cH:28]1.[C:1](=[O:2])([O-:3])[O-:4].[CH3:29][C:30]#[N:31].[K+:5].[K+:6].[S:7]([F:8])([F:9])(=[O:10])=[O:11].[c:12]1([CH3:18])[cH:13][cH:14][cH:15][cH:16][cH:17]1>>[c:12]1([CH:18]=[CH:20][C:21](=[O:22])[c:23]2[cH:24][cH:25][cH:26][cH:27][cH:28]2)[cH:13][cH:14][cH:15][cH:16][cH:17]1. The reactants are Cl (hydrogen chloride), C(C)(C)(C)OC(=O)N1CCC2=C(CC1)C(=C(C=C2)Cl)CNC2=CC=C(C=C2)C(NC2CCCCCC2)=O (3-tert-butoxycarbonyl-7-chloro-6-[(4-cycloheptylcarbamoyl-phenylamino)-methyl]-2,3,4,5-tetrahydro-1H-benzo[d]azepine). Run in CCOC(=O)C.CO (EtOAc methanol). Reaction conditions: temperature 40 celsius, time 1 hour. Yields the product ClC1=C(C2=C(CCNCC2)C=C1)CNC1=CC=C(C=C1)C(NC1CCCCCC1)=O (7-chloro-6-[(4-cycloheptylcarbamoyl-phenylamino)-methyl]-2,3,4,5-tetrahydro-1H-benzo[d]azepine). Yield: 94.6%. As a reaction SMILES: Cl.C(OC([N:9]1[CH2:15][CH2:14][C:13]2[C:16]([CH2:21][NH:22][C:23]3[CH:28]=[CH:27][C:26]([C:29](=[O:38])[NH:30][CH:31]4[CH2:37][CH2:36][CH2:35][CH2:34][CH2:33][CH2:32]4)=[CH:25][CH:24]=3)=[C:17]([Cl:20])[CH:18]=[CH:19][C:12]=2[CH2:11][CH2:10]1)=O)(C)(C)C>CCOC(C)=O.CO>[Cl:20][C:17]1[CH:18]=[CH:19][C:12]2[CH2:11][CH2:10][NH:9][CH2:15][CH2:14][C:13]=2[C:16]=1[CH2:21][NH:22][C:23]1[CH:28]=[CH:27][C:26]([C:29](=[O:38])[NH:30][CH:31]2[CH2:32][CH2:33][CH2:34][CH2:35][CH2:36][CH2:37]2)=[CH:25][CH:24]=1 |f:2.3|. Procedure details: Add hydrogen chloride into a mixture of 3-tert-butoxycarbonyl-7-chloro-6-[(4-cycloheptylcarbamoyl-phenylamino)-methyl]-2,3,4,5-tetrahydro-1H-benzo[d]azepine (590 mg, 1.12 mmol) in EtOAc/methanol (1:1, 60 mL) until the mixture is saturated. Stir for 1 h at 40° C. and concentrate in vacuo. Purify the residue by SCX chromatography to obtain 7-chloro-6-[(4-cycloheptylcarbamoyl-phenylamino)-methyl]-2,3,4,5-tetrahydro-1H-benzo[d]azepine (450 mg, 1.06 mmol). Use a method similar to the General Procedur... Starting materials: ON1N=C(C=C1)Br (1-hydroxy-3-bromopyrazole), CN(C(=O)Cl)C1=CC=CC=C1 (N-methyl-N-phenylcarbamoyl chloride). The product is BrC1=NN(C=C1)OC(N(C1=CC=CC=C1)C)=O (Methyl-phenyl-carbamic acid 3-bromo-pyrazol-1-yl ester). As a reaction SMILES: [OH:1][N:2]1[CH:6]=[CH:5][C:4]([Br:7])=[N:3]1.[CH3:8][N:9]([C:13]1[CH:18]=[CH:17][CH:16]=[CH:15][CH:14]=1)[C:10](Cl)=[O:11]>>[Br:7][C:4]1[CH:5]=[CH:6][N:2]([O:1][C:10](=[O:11])[N:9]([CH3:8])[C:13]2[CH:18]=[CH:17][CH:16]=[CH:15][CH:14]=2)[N:3]=1. Procedure details: The title compound was prepared from 1-hydroxy-3-bromopyrazole and N-methyl-N-phenylcarbamoyl chloride applying the general procedure 8. The crude product was purified by flash chromatography (Quad flash 12, EtOAc-heptane) (63%, oil).